From a dataset of the Open Reaction Database (ORD), a public repository of structured organic reaction records. describe an organic reaction: reactants, conditions, products, and yield Starting materials: BrC1=CC(=CC(=C1)F)F (1-bromo-3,5-difluorobenzene), COC1=CC=C(C(=O)C(=O)Cl)C=C1 (4-methoxybenzoyl carbonyl chloride). The product is FC=1C=C(C(=O)C2=CC=C(C=C2)OC)C=C(C1)F (3,5-difluoro-4′-methoxybenzophenone). Reaction SMILES: Br[C:2]1[CH:7]=[C:6]([F:8])[CH:5]=[C:4]([F:9])[CH:3]=1.[CH3:10][O:11][C:12]1[CH:22]=[CH:21][C:15]([C:16](C(Cl)=O)=[O:17])=[CH:14][CH:13]=1>>[F:9][C:4]1[CH:3]=[C:2]([CH:7]=[C:6]([F:8])[CH:5]=1)[C:16]([C:15]1[CH:21]=[CH:22][C:12]([O:11][CH3:10])=[CH:13][CH:14]=1)=[O:17]. Procedure details: The procedure from Step 1 of Example 1 was followed except that: 1-bromo-3,5-difluorobenzene was used instead of tribromobenzene and 4-methoxybenzoyl carbonyl chloride was used in place of benzoyl chloride to provide a product with mass spectrum corresponding the structure of 3,5-difluoro-4′-methoxybenzophenone. The reactants are COCCN1C2=C(CCCC1=O)C=C(C=C2)[N+](=O)[O-] (1-(2-methoxy-ethyl)-7-nitro-1,3,4,5-tetrahydro-benzo[b]azepin-2-one), O.NN (hydrazine-monohydrate). Reagents/catalysts: [Pd] (Pd/C). Run in CCO (EtOH). The product is NC1=CC2=C(N(C(CCC2)=O)CCOC)C=C1 (7-amino-1-(2-methoxy-ethyl)-1,3,4,5-tetrahydro-benzo[b]azepin-2-one). Yield: 54.0%. As a reaction SMILES: [CH3:1][O:2][CH2:3][CH2:4][N:5]1[C:11](=[O:12])[CH2:10][CH2:9][CH2:8][C:7]2[CH:13]=[C:14]([N+:17]([O-])=O)[CH:15]=[CH:16][C:6]1=2.O.NN>CCO.[Pd]>[NH2:17][C:14]1[CH:15]=[CH:16][C:6]2[N:5]([CH2:4][CH2:3][O:2][CH3:1])[C:11](=[O:12])[CH2:10][CH2:9][CH2:8][C:7]=2[CH:13]=1 |f:1.2|. Procedure: To a solution of the above 1-(2-methoxy-ethyl)-7-nitro-1,3,4,5-tetrahydro-benzo[b]azepin-2-one in EtOH (10 mL) was sequentially added 10% Pd/C (120 mg) and hydrazine-monohydrate (1 mL). The solution was warmed to reflux for 2.5 h, cooled, filtered through celite, and repeatedly evaporated from toluene to remove residual hydrazine. The residue was recrystallized from EtOAc/heptane to afford transparent prisms of 7-amino-1-(2-methoxy-ethyl)-1,3,4,5-tetrahydro-benzo[b]azepin-2-one (345 mg, 54%) tha... Reactants: [Na].C(C=C)S(=O)(=O)[O-] (sodium 2-propene-1-sulfonate), Ph, [OH-].[Na+] (sodium hydroxide), BrBr (bromine), S(=O)([O-])[O-].[Na+].[Na+] (sodium sulfite), S.[Na] (sodium hydrogen sulfide). The product is [Na].SC(CS(=O)(=O)[O-])CS (sodium 2,3-dimercaptopropane-1-sulfonate). Reaction SMILES: [Na:1].[CH2:2]([S:5]([O-])(=O)=O)[CH:3]=[CH2:4].BrBr.[S:11]([O-:14])([O-:13])=[O:12].[Na+].[Na+].[OH-].[Na+].[SH2:19].[Na]>>[Na:1].[SH:19][CH:3]([CH2:2][SH:5])[CH2:4][S:11]([O-:14])(=[O:13])=[O:12] |f:0.1,3.4.5,6.7,8.9,10.11,^1:0,19,20|. Procedure: A process for producing 2,3-dimercaptopropane-1-sulfonic acid or its salts useful as an antidote to toxic metal salt poisoning comprising reacting an allyl bromide with sodium sulfite in aqueous medium at a temperature from 50 to 100 degrees C. to produce sodium-2-propene-1-sulfonate, brominating the 2-propene-1-sulfonate, eliminating excess bromine by adding sodium sulfite, adjusting the Ph to 4.5 with sodium hydroxide, reacting the brominated compound with sodium hydrogen sulfide in an alkalin... Reactants: mercaptans, [Na] (Sodium), C(CCC)S (n-butyl mercaptan), [H-].[Al+3].[Li+].[H-].[H-].[H-] (Lithium aluminum hydride), S(=O)(=O)(OCCCCCCCC\C=C/CCCCCCCC)C1=CC=C(C)C=C1 (Oleyl tosylate). Run in CCOCC (ether). Run at time 8 hour. The product is C(CCCCCCC\C=C/CCCCCCCC)SCCCC (Butyl Oleyl Sulfide). RXN SMILES: [Na].[CH2:2]([SH:6])[CH2:3][CH2:4][CH3:5].S(C1C=CC(C)=CC=1)(O[CH2:11][CH2:12][CH2:13][CH2:14][CH2:15][CH2:16][CH2:17][CH2:18]/[CH:19]=[CH:20]\[CH2:21][CH2:22][CH2:23][CH2:24][CH2:25][CH2:26][CH2:27][CH3:28])(=O)=O.[H-].[Al+3].[Li+].[H-].[H-].[H-]>CCOCC>[CH2:11]([S:6][CH2:2][CH2:3][CH2:4][CH3:5])[CH2:12][CH2:13][CH2:14][CH2:15][CH2:16][CH2:17][CH2:18]/[CH:19]=[CH:20]\[CH2:21][CH2:22][CH2:23][CH2:24][CH2:25][CH2:26][CH2:27][CH3:28] |f:3.4.5.6.7.8,^1:0|. Procedure details: Sodium (1.5 g, 0.05 mol) was added to n-butyl mercaptan (9.02 g, 0.10 mol, Eastman) in a dry three-necked, 250-mL, round-bottom flask equipped with drying tube, magnetic stirrer, stopper, and nitrogen inlet. The reaction mixture was cooled in an ice bath. As the reaction progressed, the mixture began to solidify, so sufficient (ca. 5 mL) mixed xylene was added to effect solution. At the end of 6 hr. evolution of hydrogen was no longer apparent. Oleyl tosylate (16.94 g, 0.04 mol) was added to the... The reactants are CN(C)CC=1SC=C(N1)CSCCN (2-(2-dimethylaminomethyl-4-thiazolylmethylthio)ethylamine), CSC(NC)=N[N+](=O)[O-] (S-methyl-N-methyl-N'-nitroisothiourea), crystals. Solvent: CO (methanol). Yields the product CNC(=N[N+](=O)[O-])NCCSCC=1N=C(SC1)CN(C)C (N-methyl-N'-2-(2-dimethylaminomethyl-4-thiazolylmethylthio)ethyl-N"-nitroguanidine). RXN SMILES: [CH3:1][N:2]([CH2:4][C:5]1[S:6][CH:7]=[C:8]([CH2:10][S:11][CH2:12][CH2:13][NH2:14])[N:9]=1)[CH3:3].CS[C:17](=[N:20][N+:21]([O-:23])=[O:22])[NH:18][CH3:19]>CO>[CH3:19][NH:18][C:17]([NH:14][CH2:13][CH2:12][S:11][CH2:10][C:8]1[N:9]=[C:5]([CH2:4][N:2]([CH3:1])[CH3:3])[S:6][CH:7]=1)=[N:20][N+:21]([O-:23])=[O:22]. Procedure details: A reaction mixture was prepared containing 1.2 g. of 2-(2-dimethylaminomethyl-4-thiazolylmethylthio)ethylamine, 0.77 g. of S-methyl-N-methyl-N'-nitroisothiourea and 10 ml. of methanol. The reaction mixture was heated under reflux for 4.25 hours, after which time the solvent was removed by evaporation. The partially solid residue was chromatographed over silica using a gradient elution technique employing ethyl acetate containing increasing quantities of methanol as the eluant. Fractions shown by... Reactants: ice water, CS(=O)(=O)N (Methanesulfonamide), [H-].[Na+] (sodium hydride), ClCCCCC=1N(N=C2C(=NC=3C=CC=CC3C21)N)C (1-(4-Chlorobutyl)-2-methyl-2H-pyrazolo[3,4-c]quinolin-4-amine), [I-].[Na+] (sodium iodide). Solvent: CN(C)C=O (DMF), CN(C)C=O (DMF). Reaction conditions: temperature 80 celsius, time 5 minute. Product: NC1=NC=2C=CC=CC2C=2C1=NN(C2CCCCNS(=O)(=O)C)C (N-[4-(4-amino-2-methyl-2H-pyrazolo[3,4-c]quinolin-1-yl)butyl]methanesulfonamide). Yield: 38.4%. RXN SMILES: [CH3:1][S:2]([NH2:5])(=[O:4])=[O:3].[H-].[Na+].Cl[CH2:9][CH2:10][CH2:11][CH2:12][C:13]1[N:14]([CH3:27])[N:15]=[C:16]2[C:25]=1[C:24]1[CH:23]=[CH:22][CH:21]=[CH:20][C:19]=1[N:18]=[C:17]2[NH2:26].[I-].[Na+]>CN(C=O)C>[NH2:26][C:17]1[C:16]2=[N:15][N:14]([CH3:27])[C:13]([CH2:12][CH2:11][CH2:10][CH2:9][NH:5][S:2]([CH3:1])(=[O:4])=[O:3])=[C:25]2[C:24]2[CH:23]=[CH:22][CH:21]=[CH:20][C:19]=2[N:18]=1 |f:1.2,4.5|. Reported procedure: Methanesulfonamide (1.5 g, 16.5 mmol) was added to a suspension of sodium hydride (60% dispersion in mineral oil, 0.660 g, 16.5 mmol) in DMF (10 mL); the reaction was stirred for five minutes. 1-(4-Chlorobutyl)-2-methyl-2H-pyrazolo[3,4-c]quinolin-4-amine (0.952 g, 3.3 mmol) in DMF (1 mL) and sodium iodide (123 mg, 0.825 mmol) were sequentially added. The reaction was heated at 80° C. for four hours, allowed to cool to ambient temperature, and poured into ice water (70 mL). The resulting mixture ... Reactants: BrC=1C=CC=2C3=C(C=NC2C1)N=C(N3CCCOC(C)C)COCC (7-Bromo-2-ethoxymethyl-1-(3-isopropoxypropyl)-1H-imidazo[4,5-c]quinoline), N[C@H]1[C@@H](CCCC1)N ((+)-trans-1,2-diaminocyclohexane), N1C(CCC1)=O (2-pyrrolidinone), P(=O)([O-])([O-])[O-].[K+].[K+].[K+] (potassium phosphate). Reagents/catalysts: [Cu]I (copper(I) iodide). The solvent is O1CCOCC1 (dioxane). Conditions: temperature 110 celsius. Product: C(C)OCC=1N(C2=C(C=NC=3C=C(C=CC23)N2C(CCC2)=O)N1)CCCOC(C)C (1-[2-Ethoxymethyl-1-(3-isopropoxypropyl)-1H-imidazo[4,5-c]quinolin-7-yl]pyrrolidin-2-one). RXN SMILES: Br[C:2]1[CH:3]=[CH:4][C:5]2[C:6]3[N:14]([CH2:15][CH2:16][CH2:17][O:18][CH:19]([CH3:21])[CH3:20])[C:13]([CH2:22][O:23][CH2:24][CH3:25])=[N:12][C:7]=3[CH:8]=[N:9][C:10]=2[CH:11]=1.N[C@@H]1CCCC[C@H]1N.[NH:34]1[CH2:38][CH2:37][CH2:36][C:35]1=[O:39].P([O-])([O-])([O-])=O.[K+].[K+].[K+]>[Cu]I.O1CCOCC1>[CH2:24]([O:23][CH2:22][C:13]1[N:14]([CH2:15][CH2:16][CH2:17][O:18][CH:19]([CH3:21])[CH3:20])[C:6]2[C:5]3[CH:4]=[CH:3][C:2]([N:34]4[CH2:38][CH2:37][CH2:36][C:35]4=[O:39])=[CH:11][C:10]=3[N:9]=[CH:8][C:7]=2[N:12]=1)[CH3:25] |f:3.4.5.6|. Procedure: 7-Bromo-2-ethoxymethyl-1-(3-isopropoxypropyl)-1H-imidazo[4,5-c]quinoline (0.5 g), copper(I) iodide (0.046 g), (+)-trans-1,2-diaminocyclohexane (0.030 mL), 2-pyrrolidinone (0.122 mL), potassium phosphate (0.55 g) and dioxane (1.2 mL) were added to a 2 dram vial with a stir bar. The vial was flushed with nitrogen, sealed with a Teflon-lined cap, placed in an oil bath, and heated at 110° C. for 16 hours. The reaction was cooled to ambient temperature and then diluted with chloroform and water. The ...